describe an organic reaction: reactants, conditions, products, and yield From a dataset of the Open Reaction Database (ORD), a public repository of structured organic reaction records. The reactants are C(O)([O-])=O.[Na+] (sodium hydrogen carbonate), Cl.C(C)N=C=NCCCN(C)C (1-ethyl-3-(3-dimethylaminopropyl)carbodiimide hydrochloride), CN(CC(=O)O)C(=O)OCC1=CC=CC=C1 (Z-SAR-OH), C(C)(C)N(CC)C(C)C (diisopropylethylamine), O.ON1N=NC2=C1C=CC=C2 (1-hydroxybenzotriazole monohydrate), Cl.CNOC (N,O-dimethyl hydroxylamine hydrochloride). Run in CN(C=O)C (N,N-dimethylformamide). Reaction conditions: time 2.5 hour. Product: C(C1=CC=CC=C1)OC(N(C)CC(=O)N(C)OC)=O (benzyl{2-[methoxy(methyl)amino]-2-oxoethyl}methylcarbamate). Isolated yield 84.7%. Reaction SMILES: [CH3:1][N:2]([C:7]([O:9][CH2:10][C:11]1[CH:16]=[CH:15][CH:14]=[CH:13][CH:12]=1)=[O:8])[CH2:3][C:4]([OH:6])=O.C(N(C(C)C)CC)(C)C.O.ON1C2C=CC=CC=2N=N1.Cl.[CH3:38][NH:39][O:40][CH3:41].Cl.C(N=C=NCCCN(C)C)C.C(=O)([O-])O.[Na+]>CN(C)C=O>[CH2:10]([O:9][C:7](=[O:8])[N:2]([CH2:3][C:4]([N:39]([O:40][CH3:41])[CH3:38])=[O:6])[CH3:1])[C:11]1[CH:16]=[CH:15][CH:14]=[CH:13][CH:12]=1 |f:2.3,4.5,6.7,8.9|. Reported procedure: 1.01 g of Z-SAR-OH (available from Kokusan Chemical Co., Ltd.), 4.72 mL of diisopropylethylamine, 1.83 g of 1-hydroxybenzotriazole monohydrate, and 1.32 g of N,O-dimethyl hydroxylamine hydrochloride were dissolved in 15 mL of N,N-dimethylformamide, then 2.6 g of 1-ethyl-3-(3-dimethylaminopropyl)carbodiimide hydrochloride was added thereto under an ice-cold condition, and the mixture was stirred for 2.5 hours at room temperature. To the reaction solution was added a saturated aqueous solution of ...